From a dataset of the Open Reaction Database (ORD), a public repository of structured organic reaction records. describe an organic reaction: reactants, conditions, products, and yield The reactants are C=CCc1c(OCC2CO2)ccc2c(OCc3ccccc3)cc(=O)oc12, CCO, Clc1ccc(CN2CCNCC2)cc1. The product is C=CCc1c(OCC(O)CN2CCN(Cc3ccc(Cl)cc3)CC2)ccc2c(OCc3ccccc3)cc(=O)oc12. Reaction SMILES: [CH2:15]([CH:16]=[CH2:17])[c:18]1[c:19]([O:37][CH2:38][CH:39]2[CH2:40][O:41]2)[cH:20][cH:21][c:22]2[c:23]([O:29][CH2:30][c:31]3[cH:32][cH:33][cH:34][cH:35][cH:36]3)[cH:24][c:25](=[O:28])[o:26][c:27]12.[CH3:42][CH2:43][OH:44].[Cl:1][c:2]1[cH:3][cH:4][c:5]([CH2:6][N:7]2[CH2:8][CH2:9][NH:10][CH2:11][CH2:12]2)[cH:13][cH:14]1>>[Cl:1][c:2]1[cH:3][cH:4][c:5]([CH2:6][N:7]2[CH2:8][CH2:9][N:10]([CH2:40][CH:39]([CH2:38][O:37][c:19]3[c:18]([CH2:15][CH:16]=[CH2:17])[c:27]4[c:22]([cH:21][cH:20]3)[c:23]([O:29][CH2:30][c:31]3[cH:32][cH:33][cH:34][cH:35][cH:36]3)[cH:24][c:25](=[O:28])[o:26]4)[OH:41])[CH2:11][CH2:12]2)[cH:13][cH:14]1. The reactants are NC[C@H]1N(CCC[C@H]1C)C(=O)C1=C(C=CC(=C1)C)C=1C=NN(C1)C (((2S,3R)-2-(aminomethyl)-3-methylpiperidin-1-yl)(5-methyl-2-(1-methyl-1H-pyrazol-4-yl)phenyl)methanone), FC1=C(C(=O)O)C(=CC=C1)N1N=CC=N1 (2-fluoro-6-(2H-1,2,3-triazol-2-yl)benzoic acid). Product: NC[C@H]1N(CCC[C@H]1C)C(=O)C1=C(C=CC=C1N1N=CC=N1)F (((2S,3R)-2-(Aminomethyl)-3-methylpiperidin-1-yl)(2-fluoro-6-(2H-1,2,3-triazol-2-yl)phenyl)methanone). RXN SMILES: [NH2:1][CH2:2][C@@H:3]1[C@H:8]([CH3:9])[CH2:7][CH2:6][CH2:5][N:4]1C(C1C=C(C)C=CC=1C1C=NN(C)C=1)=O.[F:25][C:26]1[CH:34]=[CH:33][CH:32]=[C:31]([N:35]2[N:39]=[CH:38][CH:37]=[N:36]2)[C:27]=1[C:28]([OH:30])=O>>[NH2:1][CH2:2][C@@H:3]1[C@H:8]([CH3:9])[CH2:7][CH2:6][CH2:5][N:4]1[C:28]([C:27]1[C:31]([N:35]2[N:39]=[CH:38][CH:37]=[N:36]2)=[CH:32][CH:33]=[CH:34][C:26]=1[F:25])=[O:30]. Procedure details: The title compound was prepared following the same general protocol as described for ((2S,3R)-2-(aminomethyl)-3-methylpiperidin-1-yl)(5-methyl-2-(1-methyl-1H-pyrazol-4-yl)phenyl)methanone in Example A1 using 2-fluoro-6-(2H-1,2,3-triazol-2-yl)benzoic acid. MS (ESI) 318 (M+H). Starting materials: [H-].[Al+3].[Li+].[H-].[H-].[H-] (lithium aluminum hydride), O (water), aqueous solution, [OH-].[Na+] (sodium hydroxide), O (water), ClC1=C(C(=O)OC)C=C(C=C1OC)Cl (methyl 2,5-dichloro-3-methoxybenzoate). Run in C(C)(=O)OCC (ethyl acetate), C(C)OCC (diethyl ether), C(C)OCC (diethyl ether). The product is ClC1=C(C=C(C=C1OC)Cl)CO (2,5-dichloro-3-methoxyphenylmethanol). Yield: 94.1%. As a reaction SMILES: [H-].[Al+3].[Li+].[H-].[H-].[H-].[Cl:7][C:8]1[C:17]([O:18][CH3:19])=[CH:16][C:15]([Cl:20])=[CH:14][C:9]=1[C:10](OC)=[O:11].O.[OH-].[Na+]>C(OCC)C.C(OCC)(=O)C>[Cl:7][C:8]1[C:17]([O:18][CH3:19])=[CH:16][C:15]([Cl:20])=[CH:14][C:9]=1[CH2:10][OH:11] |f:0.1.2.3.4.5,8.9|. Reported procedure: To a suspension of 3.62 grams (0.095 mole) of lithium aluminum hydride in 200 mL of diethyl ether was added dropwise at a rate to maintain a gentle reflux a solution of 17.26 grams (0.073 mole) of methyl 2,5-dichloro-3-methoxybenzoate in 70 mL of diethyl ether. Upon completion of addition, the reaction mixture was refluxed for an additional three hours after which it was cooled in an ice-water bath. Very carefully, 5.5 mL of water, 4.5 mL of a 20% aqueous solution of sodium hydroxide, and 12 mL ... Reactants: C(C)N(C(=O)Cl)CC (diethylcarbamoyl chloride), COC=1C=C(C=CC1OC)/C(/C#N)=C/C=1SC(=CC1)N1CCC(CC1)O ((Z)-2-(3,4-dimethoxy-phenyl)-3-[5-(4-hydroxy-piperidin-1-yl)-thiophen-2-yl]-acrylonitrile), CO (methanol). The solvent is N1=CC=CC=C1 (pyridine). The product is C(C)N(C(OC1CCN(CC1)C=1SC(=CC1)\C=C(\C1=CC(=C(C=C1)OC)OC)/C#N)=O)CC (1-[5-[(Z)-2-cyano-2-(3,4-dimethoxy-phenyl)-vinyl]-thiophen-2-yl]-piperidin-4-yl diethyl-carbamate). The yield is 21.4%. As a reaction SMILES: [CH3:1][O:2][C:3]1[CH:4]=[C:5](/[C:11](=[CH:14]/[C:15]2[S:16][C:17]([N:20]3[CH2:25][CH2:24][CH:23]([OH:26])[CH2:22][CH2:21]3)=[CH:18][CH:19]=2)/[C:12]#[N:13])[CH:6]=[CH:7][C:8]=1[O:9][CH3:10].[CH2:27]([N:29]([CH2:33][CH3:34])[C:30](Cl)=[O:31])[CH3:28].CO>N1C=CC=CC=1>[CH2:27]([N:29]([CH2:33][CH3:34])[C:30](=[O:31])[O:26][CH:23]1[CH2:22][CH2:21][N:20]([C:17]2[S:16][C:15](/[CH:14]=[C:11](\[C:12]#[N:13])/[C:5]3[CH:6]=[CH:7][C:8]([O:9][CH3:10])=[C:3]([O:2][CH3:1])[CH:4]=3)=[CH:19][CH:18]=2)[CH2:25][CH2:24]1)[CH3:28]. Procedure details: Compound 6 (150 mg) was dissolved in pyridine (1 mL), and diethylcarbamoyl chloride (55 mg) was added to the solution, followed by stirring under reflux for 2 hours. After completion of reaction, methanol was added to the reaction mixture, followed by stirring for 30 minutes. The solvent was evaporated to dryness, and the residue was extracted with chloroform and purified water. The organic layer was dried over sodium sulfate anhydrate, and the solvent was evaporated to dryness. The residue was ...